From a dataset of the Open Reaction Database (ORD), a public repository of structured organic reaction records. describe an organic reaction: reactants, conditions, products, and yield Reactants: C([O-])([O-])=O.[Ca+2] (calcium carbonate), NC1=NNC(=C1)C (3-amino-5-methyl-1H-pyrazole), C(C1=CC=CC=C1)(=O)Cl (benzoyl chloride). Run in O1CCOCC1 (dioxane). Product: C(C1=CC=CC=C1)(=O)NC1=NNC(=C1)C (3-benzoylamino-5-methyl-1H-pyrazole). Isolated yield 24.8%. As a reaction SMILES: C(=O)([O-])[O-].[Ca+2].[NH2:6][C:7]1[CH:11]=[C:10]([CH3:12])[NH:9][N:8]=1.[C:13](Cl)(=[O:20])[C:14]1[CH:19]=[CH:18][CH:17]=[CH:16][CH:15]=1>O1CCOCC1>[C:13]([NH:6][C:7]1[CH:11]=[C:10]([CH3:12])[NH:9][N:8]=1)(=[O:20])[C:14]1[CH:19]=[CH:18][CH:17]=[CH:16][CH:15]=1 |f:0.1|. Procedure: 103 g (1 mol) of calcium carbonate were added with stirring to a solution of 50 g (0.5 mol) of 3-amino-5-methyl-1H-pyrazole in 100 cm3 of dioxane. 73 cm3 (0.6 mol) of benzoyl chloride were added dropwise to this solution at 65° C. The temperature was brought to 80° C. and maintained for 1 hour. The solution was subsequently brought back to 10° C. A beige solid formed during the reaction was pulled dry on sintered glass and was then taken up again with stirring in 400 cm3 of methanol. The solutio...